This data is from the Open Reaction Database (ORD), a public repository of structured organic reaction records. The task is: describe an organic reaction: reactants, conditions, products, and yield The reactants are COC(=O)c1ccc2nn(-c3cc(C(C)(C)CC(C)(C)C)cc(C(C)(C)c4ccccc4)c3O)nc2c1, CCOC(C)=O, CO, Cl, [K+], [OH-]. Product: CC(C)(C)CC(C)(C)c1cc(-n2nc3ccc(C(=O)O)cc3n2)c(O)c(C(C)(C)c2ccccc2)c1. RXN SMILES: [C:3](=[O:4])([O:5][CH3:6])[c:7]1[cH:8][c:9]2[c:10]([n:11][n:12](-[c:14]3[c:15]([OH:37])[c:16]([C:28]([CH3:29])([CH3:30])[c:31]4[cH:32][cH:33][cH:34][cH:35][cH:36]4)[cH:17][c:18]([C:20]([CH3:21])([CH3:22])[CH2:23][C:24]([CH3:25])([CH3:26])[CH3:27])[cH:19]3)[n:13]2)[cH:38][cH:39]1.[CH3:41][CH2:42][O:43][C:44](=[O:45])[CH3:46].[CH3:47][OH:48].[ClH:40].[K+:2].[OH-:1]>>[C:3](=[O:4])([OH:5])[c:7]1[cH:8][c:9]2[c:10]([n:11][n:12](-[c:14]3[c:15]([OH:37])[c:16]([C:28]([CH3:29])([CH3:30])[c:31]4[cH:32][cH:33][cH:34][cH:35][cH:36]4)[cH:17][c:18]([C:20]([CH3:21])([CH3:22])[CH2:23][C:24]([CH3:25])([CH3:26])[CH3:27])[cH:19]3)[n:13]2)[cH:38][cH:39]1.